This data is from the Open Reaction Database (ORD), a public repository of structured organic reaction records. The task is: describe an organic reaction: reactants, conditions, products, and yield Starting materials: ClC=1C=CC(=C(CN2C3=C(NCC2)N=CC(=C3)C=3C=C(C(=O)O)C=CC3)C1)C(F)(F)F (3-{1-[5-chloro-2-(trifluoromethyl)benzyl]-1,2,3,4-tetrahydropyrido[2,3-b]pyrazin-7-yl}benzoic acid), NC1CCN(CC1)C (4-amino-1-methylpiperidine). Yields the product ClC=1C=CC(=C(CN2C3=C(NCC2)N=CC(=C3)C=3C=C(C(=O)NC2CCN(CC2)C)C=CC3)C1)C(F)(F)F (3-{1-[5-Chloro-2-(trifluoromethyl)benzyl]-1,2,3,4-tetrahydropyrido[2,3-b]pyrazin-7-yl}-N-(1-methylpiperidin-4-yl)benzamide). As a reaction SMILES: [Cl:1][C:2]1[CH:3]=[CH:4][C:5]([C:28]([F:31])([F:30])[F:29])=[C:6]([CH:27]=1)[CH2:7][N:8]1[CH2:13][CH2:12][NH:11][C:10]2[N:14]=[CH:15][C:16]([C:18]3[CH:19]=[C:20]([CH:24]=[CH:25][CH:26]=3)[C:21]([OH:23])=O)=[CH:17][C:9]1=2.[NH2:32][CH:33]1[CH2:38][CH2:37][N:36]([CH3:39])[CH2:35][CH2:34]1>>[Cl:1][C:2]1[CH:3]=[CH:4][C:5]([C:28]([F:30])([F:29])[F:31])=[C:6]([CH:27]=1)[CH2:7][N:8]1[CH2:13][CH2:12][NH:11][C:10]2[N:14]=[CH:15][C:16]([C:18]3[CH:19]=[C:20]([CH:24]=[CH:25][CH:26]=3)[C:21]([NH:32][CH:33]3[CH2:38][CH2:37][N:36]([CH3:39])[CH2:35][CH2:34]3)=[O:23])=[CH:17][C:9]1=2. Procedure details: 3-{1-[5-chloro-2-(trifluoromethyl)benzyl]-1,2,3,4-tetrahydropyrido[2,3-b]pyrazin-7-yl}benzoic acid was reacted with 4-amino-1-methylpiperidine as in General Procedure 10 to give the title compound. LCMS: m/z=543.99 (M+H+); retention time=0.53 minutes. Reactants: CCCCCCNCC#N, CCO, O=S(=O)(O)O. The product is CCCCCCNCC(N)=O. RXN SMILES: [CH2:1]([CH2:2][CH2:3][CH2:4][CH2:5][CH3:6])[NH:7][CH2:8][C:9]#[N:10].[CH3:16][CH2:17][OH:18].[S:11]([OH:12])(=[O:13])(=[O:14])[OH:15]>>[CH2:1]([CH2:2][CH2:3][CH2:4][CH2:5][CH3:6])[NH:7][CH2:8][C:9]([NH2:10])=[O:12]. The reactants are C([O-])([O-])=O.[K+].[K+] (potassium carbonate), NC=1SC(=C(N1)C)C(=O)NCC1=CC=CC=C1 (2-amino-N-benzyl-4-methylthiazole-5-carboxamide), C(C)(C)N(C(C)C)CC (N,N-diisopropylethylamine), ClCCN=C=O (2-chloroethyl isocyanate). The reagents and catalysts are [I-].C(CCC)[N+](CCCC)(CCCC)CCCC (tetrabutylammonium iodide). The solvent is O1CCOCC1 (dioxane), O1CCCC1 (tetrahydrofuran). Run at time 2 day. Product: C(C1=CC=CC=C1)NC(=O)C1=C(N=C(S1)N1C(NCC1)=O)C (N-benzyl-4-methyl-2-(2-oxoimidazolidin-1-yl)thiazole-5-carboxamide). Yield: 60.0%. As a reaction SMILES: [NH2:1][C:2]1[S:3][C:4]([C:8]([NH:10][CH2:11][C:12]2[CH:17]=[CH:16][CH:15]=[CH:14][CH:13]=2)=[O:9])=[C:5]([CH3:7])[N:6]=1.C(N(CC)C(C)C)(C)C.Cl[CH2:28][CH2:29][N:30]=[C:31]=[O:32].C(=O)([O-])[O-].[K+].[K+]>O1CCCC1.[I-].C([N+](CCCC)(CCCC)CCCC)CCC.O1CCOCC1>[CH2:11]([NH:10][C:8]([C:4]1[S:3][C:2]([N:1]2[CH2:28][CH2:29][NH:30][C:31]2=[O:32])=[N:6][C:5]=1[CH3:7])=[O:9])[C:12]1[CH:17]=[CH:16][CH:15]=[CH:14][CH:13]=1 |f:3.4.5,7.8|. Procedure: To a solution of 2-amino-N-benzyl-4-methylthiazole-5-carboxamide (3.00 g, 12.1 mmol) in tetrahydrofuran (70 mL) was added N,N-diisopropylethylamine (3.13 g, 24.3 mmol), followed by the addition of 2-chloroethyl isocyanate (1.66 g, 15.76 mmol) at ambient temperature. The resulting reaction mixture was stirred at ambient temperature for 2 days. The solvent was removed in vacuo and the residue was washed with water (100 mL) and t-butyl methyl ether (200 mL). The resulting white solid was added to a... Reaction SMILES: [NH2:1][CH2:2][CH2:3][C:4]1[CH:9]=[CH:8][C:7]([C:10]2[CH:15]=[CH:14][C:13]([CH:16]([CH3:25])[CH2:17][NH:18][S:19]([CH:22]([CH3:24])[CH3:23])(=[O:21])=[O:20])=[CH:12][CH:11]=2)=[CH:6][CH:5]=1.[C:26](Cl)(=[O:30])[CH:27]([CH3:29])[CH3:28]>>[CH3:28][CH:27]([CH3:29])[C:26]([NH:1][CH2:2][CH2:3][C:4]1[CH:5]=[CH:6][C:7]([C:10]2[CH:15]=[CH:14][C:13]([CH:16]([CH3:25])[CH2:17][NH:18][S:19]([CH:22]([CH3:24])[CH3:23])(=[O:21])=[O:20])=[CH:12][CH:11]=2)=[CH:8][CH:9]=1)=[O:30]. Product: CC(C(=O)NCCC1=CC=C(C=C1)C1=CC=C(C=C1)C(CNS(=O)(=O)C(C)C)C)C (N-2-(4-(4-(2-(2-methylpropaneamido)ethyl)phenyl)phenyl)propyl 2-propanesulfonamide). Procedure: The title compound was prepared following the method of Example 147 and using 1 mL of a stock solution of 0.6 g (1.8 mmol) of material from Example 50 and 11 μL (0.11 mmol) isobutyryl chloride. NMR was consistent with the proposed compound. Starting materials: stock solution, NCCC1=CC=C(C=C1)C1=CC=C(C=C1)C(CNS(=O)(=O)C(C)C)C (N-2-(4-(4-(2-aminoethyl)phenyl)phenyl)propyl 2-propanesulfonamide), C(C(C)C)(=O)Cl (isobutyryl chloride). Reaction SMILES: [CH:1]([NH:4][CH2:5][CH2:6][OH:7])([CH3:3])[CH3:2].[Cl:8][C:9]1[C:14]([CH3:15])=[CH:13][C:12]([S:16](Cl)(=[O:18])=[O:17])=[C:11]([CH3:20])[CH:10]=1>>[CH:1]([N:4]([S:16]([C:12]1[CH:13]=[C:14]([CH3:15])[C:9]([Cl:8])=[CH:10][C:11]=1[CH3:20])(=[O:17])=[O:18])[CH2:5][CH2:6][O:7][S:16]([C:12]1[CH:13]=[C:14]([CH3:15])[C:9]([Cl:8])=[CH:10][C:11]=1[CH3:20])(=[O:18])=[O:17])([CH3:3])[CH3:2]. Yields the product C(C)(C)N(CCOS(=O)(=O)C1=C(C=C(C(=C1)C)Cl)C)S(=O)(=O)C1=C(C=C(C(=C1)C)Cl)C (4-Chloro 2,5-dimethylbenzenesulfonic Acid 2-(isopropyl-(4-chloro 2,5-dimethylbenzenesulfonyl)-amino)-ethyl Ester). Reactants: C(C)(C)NCCO (2-isopropylamino ethanol), ClC1=CC(=C(C=C1C)S(=O)(=O)Cl)C (4-chloro 2,5-dimethylphenylsulfonylchloride). Reported procedure: The title compound was prepared from 2-isopropylamino ethanol and 4-chloro 2,5-dimethylphenylsulfonylchloride using the method described in Description 1. The reactants are NC1=C(C=C(C=C1Br)Br)S(=O)(=O)N (2-amino-3,5-dibromobenzenesulfonamide), C(C)(C)N=C=S (isopropyl isothiocyanate). Solvent: C(C)(=O)OCC (ethyl acetate). Product: BrC1=CC(=CC2=C1NC(=NS2(=O)=O)NC(C)C)Br (5,7-Dibromo-3-isopropylamino-4H-1,2,4-benzothiadiazine 1,1-dioxide). RXN SMILES: [NH2:1][C:2]1[C:7]([Br:8])=[CH:6][C:5]([Br:9])=[CH:4][C:3]=1[S:10]([NH2:13])(=[O:12])=[O:11].[CH:14]([N:17]=[C:18]=S)([CH3:16])[CH3:15]>C(OCC)(=O)C>[Br:8][C:7]1[C:2]2[NH:1][C:18]([NH:17][CH:14]([CH3:16])[CH3:15])=[N:13][S:10](=[O:12])(=[O:11])[C:3]=2[CH:4]=[C:5]([Br:9])[CH:6]=1. Procedure details: The title compound was prepared from 2-amino-3,5-dibromobenzenesulfonamide and isopropyl isothiocyanate by a method analogous to the one described in Example 4; m.p. 306-311° C. (ethyl acetate); 1H-NMR (DMSO-d6): δ 1.19 (d, 6H, CH(CH3)2), 3.90 (m, 1H, CH(CH3)2), 7.82 (d, 1H, ArH), 7.92 (br.d, 1H, NH), 8.16 (d, 1H, ArH), 9.65 (br.s, 1H, NH); MS: m/e 395/397/399 (M+); (C10H11N3Br2O2S1) calc. C, 30.25; H, 2.79; N, 10.58; found C, 30.34; H, 2.77; N, 10.48. The reactants are CCOCC, COC(=O)CC(O)CC(O)C=Cc1c(-c2ccc(F)cc2)c2c3ccccc3cnn2c1C(C)C. The product is COC(=O)CC(O)CC(=O)C=Cc1c(-c2ccc(F)cc2)c2c3ccccc3cnn2c1C(C)C. As a reaction SMILES: [CH3:36][CH2:37][O:38][CH2:39][CH3:40].[F:1][c:2]1[cH:3][cH:4][c:5](-[c:8]2[c:9]([CH:24]=[CH:25][CH:26]([CH2:27][CH:28]([CH2:29][C:30](=[O:31])[O:32][CH3:33])[OH:34])[OH:35])[c:10]([CH:21]([CH3:22])[CH3:23])[n:11]3[c:12]2[c:13]2[cH:14][cH:15][cH:16][cH:17][c:18]2[cH:19][n:20]3)[cH:6][cH:7]1>>[F:1][c:2]1[cH:3][cH:4][c:5](-[c:8]2[c:9]([CH:24]=[CH:25][C:26]([CH2:27][CH:28]([CH2:29][C:30](=[O:31])[O:32][CH3:33])[OH:34])=[O:35])[c:10]([CH:21]([CH3:22])[CH3:23])[n:11]3[c:12]2[c:13]2[cH:14][cH:15][cH:16][cH:17][c:18]2[cH:19][n:20]3)[cH:6][cH:7]1. Starting materials: O=C(Cl)c1cc([N+](=O)[O-])cc([N+](=O)[O-])c1, Nc1nc(Cl)c(Cl)nc1C=NNC(=O)c1cc([N+](=O)[O-])cc([N+](=O)[O-])c1, NN. The product is NNC(=O)c1cc([N+](=O)[O-])cc([N+](=O)[O-])c1. RXN SMILES: [N+:27]([c:28]1[cH:29][c:30]([C:37]([Cl:38])=[O:39])[cH:31][c:32]([N+:33]([O-:34])=[O:35])[cH:36]1)([O-:40])=[O:41].[NH2:1][c:2]1[c:3]([CH:4]=[N:11][NH:12][C:13]([c:14]2[cH:15][c:16]([N+:23](=[O:24])[O-:25])[cH:17][c:18]([N+:20](=[O:21])[O-:22])[cH:19]2)=[O:26])[n:5][c:6]([Cl:7])[c:8]([Cl:9])[n:10]1.[NH2:42][NH2:43]>>[NH2:11][NH:12][C:13]([c:14]1[cH:15][c:16]([N+:23](=[O:24])[O-:25])[cH:17][c:18]([N+:20](=[O:21])[O-:22])[cH:19]1)=[O:26]. As a reaction SMILES: [CH3:15][OH:16].[N:1](=[N+:2]=[N-:3])[CH2:4][c:5]1[cH:6][cH:7][c:8]2[cH:9][cH:10][cH:11][n:12][c:13]2[cH:14]1>>[NH2:1][CH2:4][c:5]1[cH:6][cH:7][c:8]2[cH:9][cH:10][cH:11][n:12][c:13]2[cH:14]1. Product: NCc1ccc2cccnc2c1. Starting materials: CO, [N-]=[N+]=NCc1ccc2cccnc2c1. Reactants: epoxides, OC1=CC=C(C(=O)OC)C=C1 (methyl 4-hydroxybenzoate). The reagents and catalysts are [Rh] (rhodium on alumina). Product: OC1CCC(CC1)C(=O)OC (methyl 4-hydroxycyclohexanecarboxylate). Reaction SMILES: [OH:1][C:2]1[CH:11]=[CH:10][C:5]([C:6]([O:8][CH3:9])=[O:7])=[CH:4][CH:3]=1>[Rh]>[OH:1][CH:2]1[CH2:3][CH2:4][CH:5]([C:6]([O:8][CH3:9])=[O:7])[CH2:10][CH2:11]1. Procedure: The epoxides used as the starting materials in the general process described above can be obtained from available starting materials using an appropriate series of reactions. Thus, methyl 4-hydroxybenzoate is hydrogenated using 5% rhodium on alumina as catalyst to give methyl 4-hydroxycyclohexanecarboxylate. This is then oxidized with pyridinium chlorochromate resulting in methyl 4-oxocyclohexanecarboxylate. The 2-carbon homologation of methyl 4-oxocyclohexanecarboxylate to give methyl 4-(oxoeth...